describe an organic reaction: reactants, conditions, products, and yield From a dataset of the Open Reaction Database (ORD), a public repository of structured organic reaction records. Starting materials: ClC1=NC=CC=C1O (2-Chloro-3-hydroxypyridine), [O-]CC.[Na+] (sodium ethoxide), CS(=O)C (dimethyl sulphoxide), C(C1=CC=CC=C1)Cl (benzyl chloride), C(C1=CC=CC=C1)Cl (benzyl chloride). Run in C(C)O (ethanol), C(C)O (ethanol). The product is ClC1=NC=CC=C1OCC1=CC=CC=C1 (2-chloro-3-benzyloxypyridine), solid. RXN SMILES: [Cl:1][C:2]1[C:7]([OH:8])=[CH:6][CH:5]=[CH:4][N:3]=1.[O-]CC.[Na+].CS(C)=O.[CH2:17](Cl)[C:18]1[CH:23]=[CH:22][CH:21]=[CH:20][CH:19]=1>C(O)C>[Cl:1][C:2]1[C:7]([O:8][CH2:17][C:18]2[CH:23]=[CH:22][CH:21]=[CH:20][CH:19]=2)=[CH:6][CH:5]=[CH:4][N:3]=1 |f:1.2|. Reported procedure: 2-Chloro-3-hydroxypyridine (9.47 g; 0.073 moles) was added to a solution of sodium ethoxide in ethanol (from sodium, 1.67 g; 0.073 g. atom). Sufficient dimethyl sulphoxide was added to dissolve all of the solid, and ethanol was removed in vacuo. To the resulting solution was added benzyl chloride (9.3 g; 0.073 moles) with cooling and stirring, and the reaction mixture was left to stir under reflux for 6 hours. Unreacted benzyl chloride, and solvent, were evaporated off under vacuum on a boiling ... RXN SMILES: [C:23]([O:24][BH-:25]([O:26][C:27](=[O:28])[CH3:29])[O:30][C:31](=[O:32])[CH3:33])(=[O:34])[CH3:35].[CH3:20][NH:21][CH3:22].[CH3:39][C:40](=[O:41])[OH:42].[ClH:19].[N:1]1([CH2:7][CH2:8][CH2:9][O:10][c:11]2[cH:12][cH:13][c:14]([CH:15]=[O:16])[cH:17][cH:18]2)[CH2:2][CH2:3][CH2:4][CH2:5][CH2:6]1.[Na+:36].[Na+:38].[OH-:37]>>[N:1]1([CH2:7][CH2:8][CH2:9][O:10][c:11]2[cH:12][cH:13][c:14]([CH2:15][N:21]([CH3:20])[CH3:22])[cH:17][cH:18]2)[CH2:2][CH2:3][CH2:4][CH2:5][CH2:6]1. Starting materials: CC(=O)O[BH-](OC(C)=O)OC(C)=O, CNC, CC(=O)O, Cl, O=Cc1ccc(OCCCN2CCCCC2)cc1, [Na+], [Na+], [OH-]. Product: CN(C)Cc1ccc(OCCCN2CCCCC2)cc1. Reactants: IC1=C2CC(NC2=CC=C1)=O (1,3-dihydro-4-iodo-2H-indol-2-one), N1C(=CC=C1)C=O (pyrrole-2-carboxaldehyde). Solvent: CC(C)O (2-propanol). Reaction conditions: temperature 23 celsius. Yields the product IC1=C2/C(/C(NC2=CC=C1)=O)=C/C=1NC=CC1 ((Z)-1,3-dihydro-4-iodo-3-[(1H-pyrrol-2-yl)methylene]-indol-2-one). As a reaction SMILES: [I:1][C:2]1[CH:10]=[CH:9][CH:8]=[C:7]2[C:3]=1[CH2:4][C:5](=[O:11])[NH:6]2.[NH:12]1[CH:16]=[CH:15][CH:14]=[C:13]1[CH:17]=O>CC(O)C>[I:1][C:2]1[CH:10]=[CH:9][CH:8]=[C:7]2[C:3]=1/[C:4](=[CH:17]/[C:13]1[NH:12][CH:16]=[CH:15][CH:14]=1)/[C:5](=[O:11])[NH:6]2. Procedure: A mixture of 1,3-dihydro-4-iodo-2H-indol-2-one (404.1 mg, 1.56 mmol) (prepared according to T. Fukuyama et al., supra) and pyrrole-2-carboxaldehyde (163.2 mg, 1.72 mmol) (Aldrich) in 2-propanol (6.2 mL) was treated with 2 drops of piperidne (Aldrich). The reaction mixture was heated at reflux for 24 h and then allowed to cool to 23° C., at which time, the reaction mixture was filtered. The solid was washed several times with cold distilled water and then allowed to air dry to provide pure (Z)-1,... Reactants: NC1=NC=C(C=C1O)Cl (2-amino-5-chloro-3-pyridinol), BrCC=1C=C(C(=O)OC)C=CC1 (methyl 3-(bromomethyl)benzoate). Product: NC1=NC=C(C=C1OCC=1C=C(C(=O)OC)C=CC1)Cl (Methyl 3-[(2-amino-5-chloro-3-pyridinyl)oxy]methylbenzoate). As a reaction SMILES: [NH2:1][C:2]1[C:7]([OH:8])=[CH:6][C:5]([Cl:9])=[CH:4][N:3]=1.Br[CH2:11][C:12]1[CH:13]=[C:14]([CH:19]=[CH:20][CH:21]=1)[C:15]([O:17][CH3:18])=[O:16]>>[NH2:1][C:2]1[C:7]([O:8][CH2:11][C:12]2[CH:13]=[C:14]([CH:19]=[CH:20][CH:21]=2)[C:15]([O:17][CH3:18])=[O:16])=[CH:6][C:5]([Cl:9])=[CH:4][N:3]=1. Reported procedure: The title compound was prepared using the method of Preparation 22 from 2-amino-5-chloro-3-pyridinol and methyl 3-(bromomethyl)benzoate to give a tan solid: The reactants are BrC1=CC=C(N)C=C1 (4-bromoaniline), C1(=CC=CC2=CC=CC=C12)B(O)O (1-naphthaleneboronic acid), C(C)O (ethanol). The reagents and catalysts are C(C)(=O)[O-].[Pd+2].C(C)(=O)[O-] (palladium(II) acetate), CC1=C(C=CC=C1)P(C1=C(C=CC=C1)C)C1=C(C=CC=C1)C (tris(2-methylphenyl)phosphine). Solvent: C1(=CC=CC=C1)C (toluene), C1(=CC=CC=C1)C (toluene). The product is NC1=CC=C(C=C1)C1=CC=CC2=CC=CC=C12 (1-(4-aminophenyl)naphthalene). Isolated yield 100.3%. Reaction SMILES: Br[C:2]1[CH:8]=[CH:7][C:5]([NH2:6])=[CH:4][CH:3]=1.[C:9]1(B(O)O)[C:18]2[C:13](=[CH:14][CH:15]=[CH:16][CH:17]=2)[CH:12]=[CH:11][CH:10]=1.C(O)C>C1(C)C=CC=CC=1.C([O-])(=O)C.[Pd+2].C([O-])(=O)C.CC1C=CC=CC=1P(C1C=CC=CC=1C)C1C=CC=CC=1C>[NH2:6][C:5]1[CH:7]=[CH:8][C:2]([C:17]2[C:18]3[C:13](=[CH:12][CH:11]=[CH:10][CH:9]=3)[CH:14]=[CH:15][CH:16]=2)=[CH:3][CH:4]=1 |f:4.5.6|. Procedure: Into a 2-L three-neck flask were put 25 g (0.15 mol) of 4-bromoaniline, 25 g (0.15 mol) of 1-naphthaleneboronic acid, 450 mL of toluene, and 150 mL of ethanol. While the pressure was reduced, this mixture was degassed by being stirred. After the degassing, the atmosphere in a system was replaced with nitrogen. Into the solution was added 220 mL (2.0 mol/L) of a potassium carbonate solution. The obtained mixture was degassed by being stirred while the pressure was reduced, and then, the atmospher...